From a dataset of the Open Reaction Database (ORD), a public repository of structured organic reaction records. describe an organic reaction: reactants, conditions, products, and yield Starting materials: C(C)(C)[N-]C(C)C.[Li+] (lithium diisopropylamide), N1=CC=C(C=C1)C (4-picoline), CN(C(=O)C1=C(OC=C1)C)OC (N,2-dimethyl-N-(methyloxy)-3-furancarboxamide). The solvent is O1CCCC1 (tetrahydrofuran), O1CCCC1 (tetrahydrofuran), [Cl-].[Na+].O (Brine). Run at temperature -78 celsius, time 15 minute. Yields the product CC=1OC=CC1C(CC1=CC=NC=C1)=O (1-(2-Methyl-3-furanyl)-2-(4-pyridinyl)ethanone). The yield is 92.4%. As a reaction SMILES: C([N-]C(C)C)(C)C.[Li+].[N:9]1[CH:14]=[CH:13][C:12]([CH3:15])=[CH:11][CH:10]=1.CN(OC)[C:18]([C:20]1[CH:24]=[CH:23][O:22][C:21]=1[CH3:25])=[O:19]>O1CCCC1.[Cl-].[Na+].O>[CH3:25][C:21]1[O:22][CH:23]=[CH:24][C:20]=1[C:18](=[O:19])[CH2:15][C:12]1[CH:13]=[CH:14][N:9]=[CH:10][CH:11]=1 |f:0.1,5.6.7|. Procedure details: To a solution of lithium diisopropylamide (2M solution in THF/heptane/ethylbenzene) (12.00 ml, 24.00 mmol) in tetrahydrofuran (20 ml) at −78° C. under argon was added 4-picoline (1.946 ml, 20 mmol). The reaction mixture was stirred at −78° C. for 15 minutes and a solution of N,2-dimethyl-N-(methyloxy)-3-furancarboxamide (3.38 g, 20.00 mmol) in tetrahydrofuran (5 ml) was added dropwise. The solution was allowed to warm to room temperature over 2 hours. Brine was added and the mixture was extracte... Starting materials: C(=C\C)/P(OCC)(OCC)=O (diethyl trans-1-propenylphosphonate), BrN1C(CCC1=O)=O (N-bromosuccinimide), C(C1=CC=CC=C1)(=O)OOC(C1=CC=CC=C1)=O (dibenzoylperoxide). Run in C(Cl)(Cl)(Cl)Cl (carbon tetrachloride). Conditions: time 30 minute. Product: BrC/C=C/P(OCC)(OCC)=O (diethyl 3-bromo-trans-1-propenylphosphonate). The yield is 58.5%. Reaction SMILES: [CH:1](/[P:4](=[O:11])([O:8][CH2:9][CH3:10])[O:5][CH2:6][CH3:7])=[CH:2]\[CH3:3].[Br:12]N1C(=O)CCC1=O.C(OOC(=O)C1C=CC=CC=1)(=O)C1C=CC=CC=1>C(Cl)(Cl)(Cl)Cl>[Br:12][CH2:3]/[CH:2]=[CH:1]/[P:4](=[O:11])([O:5][CH2:6][CH3:7])[O:8][CH2:9][CH3:10]. Procedure details: To a solution of diethyl trans-1-propenylphosphonate (32.04 g.) in carbon tetrachloride (320 ml.) were added N-bromosuccinimide (41.65 g.) and dibenzoylperoxide (2.8 g.). The reaction mixture was heated to reflux for 1.5 hours and stirred for 30 minutes under ice-cooling. Insoluble materials were removed off by filtration and the filtrate was concentrated under reduced pressure to give an oily residue (63.09 g.), which was subjected to a column chromatography on silicagel and eluted with chlorof... Reactants: C(C)(C)(C)OC(=O)N1CCC2(CCN(C2=O)C2=C(C=C(C=C2)N2C[C@H](CC2)N2[C@H](CCC2)C)C)CC1 (2-[2-Methyl-4-((2S,3′S)-2-methyl-[1,3]bipyrrolidinyl-1′-yl)-phenyl]-1-oxo-2,8-diaza-spiro[4.5]decane-8-carboxylic acid tert-butyl ester), Cl (HCl). Run in O1CCOCC1 (dioxane). Reaction conditions: time 1 hour. Yields the product CC1=C(C=CC(=C1)N1C[C@H](CC1)N1[C@H](CCC1)C)N1C(C2(CC1)CCNCC2)=O (2-[2-Methyl-4-((2S,3′S)-2-methyl-[1,3]bipyrrolidinyl-1′-yl)-phenyl]-2,8-diaza-spiro[4.5]decan-1-one). As a reaction SMILES: C(OC([N:8]1[CH2:36][CH2:35][C:11]2([C:15](=[O:16])[N:14]([C:17]3[CH:22]=[CH:21][C:20]([N:23]4[CH2:27][CH2:26][C@H:25]([N:28]5[CH2:32][CH2:31][CH2:30][C@@H:29]5[CH3:33])[CH2:24]4)=[CH:19][C:18]=3[CH3:34])[CH2:13][CH2:12]2)[CH2:10][CH2:9]1)=O)(C)(C)C.Cl>O1CCOCC1>[CH3:34][C:18]1[CH:19]=[C:20]([N:23]2[CH2:27][CH2:26][C@H:25]([N:28]3[CH2:32][CH2:31][CH2:30][C@@H:29]3[CH3:33])[CH2:24]2)[CH:21]=[CH:22][C:17]=1[N:14]1[CH2:13][CH2:12][C:11]2([CH2:10][CH2:9][NH:8][CH2:36][CH2:35]2)[C:15]1=[O:16]. Reported procedure: 2-[2-Methyl-4-((2S,3′S)-2-methyl-[1,3]bipyrrolidinyl-1′-yl)-phenyl]-1-oxo-2,8-diaza-spiro[4.5]decane-8-carboxylic acid tert-butyl ester (150 mg) was treated with 1 mL (excess) of 4M HCl in dioxane at 0° C. The stirring was continued at rt for 1 h. The solvent was evaporated and the solid was further dried under high vacuum at rt for 2 h to obtain the title compound as a tan solid. Reactants: FC1=C(C#N)C=CC(=C1)N1C2=CC=CC=C2C=2C(=CC=CC12)C1=NC2=C(N1)C=C(C=C2)F (2-fluoro-4-[4-(6-fluoro-1H-benzimidazol-2-yl)carbazol-9-yl]benzonitrile), aqueous solution, [OH-].[Na+] (sodium hydroxide), aqueous solution, OO (hydrogen peroxide), C([O-])([O-])=O.[K+].[K+] (potassium carbonate), Cl.NCCC(=O)N (beta-alanineamide hydrochloride). The solvent is CS(=O)C (dimethyl sulphoxide), C(C)N(CC)CC (triethylamine), C(C)O (ethanol). Yields the product C(N)(=O)CCNC1=C(C(=O)N)C=CC(=C1)N1C2=CC=CC=C2C=2C(=CC=CC12)C1=NC2=C(N1)C=C(C=C2)F (2-(2-carbamoylethylamino)-4-[4-(6-fluoro-1H-benzimidazol-2-yl)-9H-carbazol-9-yl]benzamide). As a reaction SMILES: F[C:2]1[CH:9]=[C:8]([N:10]2[C:22]3[CH:21]=[CH:20][CH:19]=[C:18]([C:23]4[NH:27][C:26]5[CH:28]=[C:29]([F:32])[CH:30]=[CH:31][C:25]=5[N:24]=4)[C:17]=3[C:16]3[C:11]2=[CH:12][CH:13]=[CH:14][CH:15]=3)[CH:7]=[CH:6][C:3]=1[C:4]#[N:5].C(=O)([O-])[O-:34].[K+].[K+].Cl.[NH2:40][CH2:41][CH2:42][C:43]([NH2:45])=[O:44].[OH-].[Na+].OO>CS(C)=O.C(O)C.C(N(CC)CC)C>[C:43]([CH2:42][CH2:41][NH:40][C:2]1[CH:9]=[C:8]([N:10]2[C:22]3[CH:21]=[CH:20][CH:19]=[C:18]([C:23]4[NH:27][C:26]5[CH:28]=[C:29]([F:32])[CH:30]=[CH:31][C:25]=5[N:24]=4)[C:17]=3[C:16]3[C:11]2=[CH:12][CH:13]=[CH:14][CH:15]=3)[CH:7]=[CH:6][C:3]=1[C:4]([NH2:5])=[O:34])(=[O:44])[NH2:45] |f:1.2.3,4.5,6.7|. Procedure details: The process is carried out as in stage 3 of Example 3, but using 300 mg of 2-fluoro-4-[4-(6-fluoro-1H-benzimidazol-2-yl)carbazol-9-yl]benzonitrile, obtained according to stage 2 of Example 3, 296 mg of potassium carbonate, 1.779 g of beta-alanineamide hydrochloride and 1.445 g of triethylamine in 3 ml of dimethyl sulphoxide. 1.357 ml of a 1M aqueous solution of sodium hydroxide, 1.313 ml of a 30% aqueous solution of hydrogen peroxide and 7 ml of ethanol are then added to the reaction medium. Aft... The reactants are CC(C)Cn1c(C(=O)O)c(-c2ccc(Cl)cc2)c2cc(OCc3ccccc3)ccc2c1=O, COCCOC, CN(C)C=O, O=C(Cl)C(=O)Cl, Cl, C1CCOC1. Product: CC(C)Cn1c(CO)c(-c2ccc(Cl)cc2)c2cc(OCc3ccccc3)ccc2c1=O. Reaction SMILES: [CH2:1]([c:2]1[cH:3][cH:4][cH:5][cH:6][cH:7]1)[O:8][c:9]1[cH:10][c:11]2[c:12](-[c:27]3[cH:28][cH:29][c:30]([Cl:33])[cH:31][cH:32]3)[c:13]([C:24](=[O:25])[OH:26])[n:14]([CH2:20][CH:21]([CH3:22])[CH3:23])[c:15](=[O:19])[c:16]2[cH:17][cH:18]1.[CH3:46][O:47][CH2:48][CH2:49][O:50][CH3:51].[CH3:52][N:53]([CH3:54])[CH:55]=[O:56].[Cl:39][C:40]([C:41]([Cl:42])=[O:43])=[O:44].[ClH:45].[O:34]1[CH2:35][CH2:36][CH2:37][CH2:38]1>>[CH2:1]([c:2]1[cH:3][cH:4][cH:5][cH:6][cH:7]1)[O:8][c:9]1[cH:10][c:11]2[c:12](-[c:27]3[cH:28][cH:29][c:30]([Cl:33])[cH:31][cH:32]3)[c:13]([CH2:24][OH:25])[n:14]([CH2:20][CH:21]([CH3:22])[CH3:23])[c:15](=[O:19])[c:16]2[cH:17][cH:18]1. The reactants are [OH-].[K+] (potassium hydroxide), O (water), C(=O)(OC)C=1SC=CC1COC1=CC=C(C=C1)C(CCCO)C (4-[4-(2-carbomethoxy-3-thienylmethoxy)phenyl]pentanol). Run in C(C)O (ethanol), C(C)O (ethanol). Run at time 8 hour. The product is C(=O)(O)C=1SC=CC1COC1=CC=C(C=C1)C(CCCO)C (4-[4-(2-Carboxy-3-thienylmethoxy)phenyl]pentanol). The yield is 82.9%. RXN SMILES: [OH-].[K+].O.[C:4]([C:8]1[S:9][CH:10]=[CH:11][C:12]=1[CH2:13][O:14][C:15]1[CH:20]=[CH:19][C:18]([CH:21]([CH3:26])[CH2:22][CH2:23][CH2:24][OH:25])=[CH:17][CH:16]=1)([O:6]C)=[O:5]>C(O)C>[C:4]([C:8]1[S:9][CH:10]=[CH:11][C:12]=1[CH2:13][O:14][C:15]1[CH:20]=[CH:19][C:18]([CH:21]([CH3:26])[CH2:22][CH2:23][CH2:24][OH:25])=[CH:17][CH:16]=1)([OH:6])=[O:5] |f:0.1|. Reported procedure: To a stirred solution of 14.59 g of potassium hydroxide, 15 ml of water, and 60 ml of 95% ethanol was added a solution of 8.68 g of 4-[4-(2-carbomethoxy-3-thienylmethoxy)phenyl]pentanol and 30 ml of 95% ethanol. The stirred solution was heated under reflux for five hours, allowed to stand overnight at ambient temperature, and concentrated. The residue was diluted with 500 ml of water, and the solution was acidified with concentrated hydrochloric acid. An oil separated. The mixture was extracted ... Reactants: O=C([O-])O, CO, [Na+], O=c1c2occc2ccn1CCOC1CCCCO1, Cc1ccc(S(=O)(=O)[O-])cc1, c1cc[nH+]cc1. Yields the product O=c1c2occc2ccn1CCO. As a reaction SMILES: [C:37](=[O:38])([O-:39])[OH:40].[CH3:42][OH:43].[Na+:41].[O:18]1[CH2:19][CH2:20][CH2:21][CH2:22][CH:23]1[O:24][CH2:25][CH2:26][n:27]1[c:28](=[O:36])[c:29]2[c:30]([cH:31][cH:32]1)[cH:33][cH:34][o:35]2.[c:1]1([CH3:2])[cH:3][cH:4][c:5]([S:6]([O-:7])(=[O:8])=[O:9])[cH:10][cH:11]1.[nH+:12]1[cH:13][cH:14][cH:15][cH:16][cH:17]1>>[OH:24][CH2:25][CH2:26][n:27]1[c:28](=[O:36])[c:29]2[c:30]([cH:31][cH:32]1)[cH:33][cH:34][o:35]2.